This data is from the Open Reaction Database (ORD), a public repository of structured organic reaction records. The task is: describe an organic reaction: reactants, conditions, products, and yield Starting materials: ClC1=NC2=CC=CC=C2C=C1C=C1CCCC1 (2-chloro-3-cyclopentylidenemethylquinoline), [OH-].[Na+] (sodium hydroxide). The reagents and catalysts are [Zn] (zinc). Solvent: C(C)(=O)O (acetic acid). Reaction conditions: temperature 60 celsius, time 3 hour. Yields the product C1(CCCC1)=CC=1C=NC2=CC=CC=C2C1 (3-cyclopentylidenemethylquinoline). The yield is 99.0%. Reaction SMILES: Cl[C:2]1[C:11]([CH:12]=[C:13]2[CH2:17][CH2:16][CH2:15][CH2:14]2)=[CH:10][C:9]2[C:4](=[CH:5][CH:6]=[CH:7][CH:8]=2)[N:3]=1.[OH-].[Na+]>C(O)(=O)C.[Zn]>[C:13]1(=[CH:12][C:11]2[CH:2]=[N:3][C:4]3[C:9]([CH:10]=2)=[CH:8][CH:7]=[CH:6][CH:5]=3)[CH2:14][CH2:15][CH2:16][CH2:17]1 |f:1.2|. Procedure: A solution of 2-chloro-3-cyclopentylidenemethylquinoline (7.6 g, 31.3 mmol) in glacial acetic acid (80 ml) at 60° C. was treated with zinc powder (4.0 g, 62.6 mmol). After stirring at 60° C. for 3 hours, the reaction mixture was cooled and then treated dropwise with aqueous sodium hydroxide solution (2M, 330 ml); the temperature being kept below 20° C. throughout. The resulting mixture was then extracted with ethyl acetate (2×250 ml). The combined organic extracts were dried over sodium sulphate... Starting materials: C1(CC1)CN1C(=NC=2C1=NC=C(C2)C(=O)OC)CC2=CC=C(C=C2)OCC (methyl 3-(cyclopropylmethyl)-2-(4-ethoxybenzyl)-3H-imidazo[4,5-b]pyridine-6-carboxylate), [OH-].[Na+] (NaOH). Solvent: C1CCOC1.CO (THF MeOH). Reaction conditions: time 3 hour. Product: C1(CC1)CN1C(=NC=2C1=NC=C(C2)C(=O)O)CC2=CC=C(C=C2)OCC (3-(cyclopropylmethyl)-2-(4-ethoxybenzyl)-3H-imidazo[4,5-b]pyridine-6-carboxylic acid). Isolated yield 8.0%. RXN SMILES: [CH:1]1([CH2:4][N:5]2[C:9]3=[N:10][CH:11]=[C:12]([C:14]([O:16]C)=[O:15])[CH:13]=[C:8]3[N:7]=[C:6]2[CH2:18][C:19]2[CH:24]=[CH:23][C:22]([O:25][CH2:26][CH3:27])=[CH:21][CH:20]=2)[CH2:3][CH2:2]1.[OH-].[Na+]>C1COCC1.CO>[CH:1]1([CH2:4][N:5]2[C:9]3=[N:10][CH:11]=[C:12]([C:14]([OH:16])=[O:15])[CH:13]=[C:8]3[N:7]=[C:6]2[CH2:18][C:19]2[CH:24]=[CH:23][C:22]([O:25][CH2:26][CH3:27])=[CH:21][CH:20]=2)[CH2:3][CH2:2]1 |f:1.2,3.4|. Reported procedure: To a solution of methyl 3-(cyclopropylmethyl)-2-(4-ethoxybenzyl)-3H-imidazo[4,5-b]pyridine-6-carboxylate (260 mg, 0.71 mmol) in THF/MeOH (1:1, 6 ml) was added 1 N NaOH (3 ml, 3 mmol). The reaction mixture was stirred at room temperature for 3 h, and concentrated in vacuo. The residue was dissolved in H2O (10 ml), and acidified by adding 1 N HCl solution to pH5. The solid was collected (230 mg), and the filtrate was extracted with EtOAc (2×50 ml). The extracts were dried over Na2SO4 and concentra... Reactants: C(C)(C)(C)OC(=O)NC1=C(CNC=2C=3N(C=CC2)C(=C(N3)C)C=O)C(=CC=C1)C (8-(2-tert-Butoxycarbonylamino-6-methylbenzylamino)-3-formyl-2-methylimidazo[1,2-a]pyridine), [BH4-].[Na+] (sodium borohydride). The solvent is CO (methanol). Yields the product C(C)(C)(C)OC(=O)NC1=C(CNC=2C=3N(C=CC2)C(=C(N3)C)CO)C(=CC=C1)C (8-(2-tert-Butoxycarbonylamino-6-methylbenzylamino)-3-hydroxymethyl-2-methylimidazo[1,2-a]pyridine). Isolated yield 79.6%. Reaction SMILES: [C:1]([O:5][C:6]([NH:8][C:9]1[CH:28]=[CH:27][CH:26]=[C:25]([CH3:29])[C:10]=1[CH2:11][NH:12][C:13]1[C:14]2[N:15]([C:19]([CH:23]=[O:24])=[C:20]([CH3:22])[N:21]=2)[CH:16]=[CH:17][CH:18]=1)=[O:7])([CH3:4])([CH3:3])[CH3:2].[BH4-].[Na+]>CO>[C:1]([O:5][C:6]([NH:8][C:9]1[CH:28]=[CH:27][CH:26]=[C:25]([CH3:29])[C:10]=1[CH2:11][NH:12][C:13]1[C:14]2[N:15]([C:19]([CH2:23][OH:24])=[C:20]([CH3:22])[N:21]=2)[CH:16]=[CH:17][CH:18]=1)=[O:7])([CH3:4])([CH3:3])[CH3:2] |f:1.2|. Procedure details: The title compound is prepared according to the procedure described for example 2 starting from 8-(2-tert-Butoxycarbonylamino-6-methylbenzylamino)-3-formyl-2-methylimidazo[1,2-a]pyridine (0.15 g) and sodium borohydride (15 mg) in methanol. 0.12 g of the title compound of m.p. 102°-104° C. are isolated. The reactants are CCOC(=O)C1=Cc2cc(Cl)cc(I)c2OC1C(F)(F)F, [Cu]I, C#Cc1ccccc1F, c1ccc(P(c2ccccc2)(c2ccccc2)[Pd](P(c2ccccc2)(c2ccccc2)c2ccccc2)(P(c2ccccc2)(c2ccccc2)c2ccccc2)P(c2ccccc2)(c2ccccc2)c2ccccc2)cc1. Yields the product CCOC(=O)C1=Cc2cc(Cl)cc(C#Cc3ccccc3F)c2OC1C(F)(F)F. RXN SMILES: [CH2:1]([CH3:2])[O:3][C:4](=[O:5])[C:6]1=[CH:15][c:14]2[c:9]([c:10]([I:17])[cH:11][c:12]([Cl:16])[cH:13]2)[O:8][CH:7]1[C:18]([F:19])([F:20])[F:21].[Cu:108][I:109].[F:22][c:23]1[c:24]([C:29]#[CH:30])[cH:25][cH:26][cH:27][cH:28]1.[cH:31]1[cH:32][cH:33][c:34]([P:35]([Pd:36]([P:37]([c:38]2[cH:39][cH:40][cH:41][cH:42][cH:43]2)([c:44]2[cH:45][cH:46][cH:47][cH:48][cH:49]2)[c:50]2[cH:51][cH:52][cH:53][cH:54][cH:55]2)([P:56]([c:57]2[cH:58][cH:59][cH:60][cH:61][cH:62]2)([c:63]2[cH:64][cH:65][cH:66][cH:67][cH:68]2)[c:69]2[cH:70][cH:71][cH:72][cH:73][cH:74]2)[P:75]([c:76]2[cH:77][cH:78][cH:79][cH:80][cH:81]2)([c:82]2[cH:83][cH:84][cH:85][cH:86][cH:87]2)[c:88]2[cH:89][cH:90][cH:91][cH:92][cH:93]2)([c:94]2[cH:95][cH:96][cH:97][cH:98][cH:99]2)[c:100]2[cH:101][cH:102][cH:103][cH:104][cH:105]2)[cH:106][cH:107]1>>[CH2:1]([CH3:2])[O:3][C:4](=[O:5])[C:6]1=[CH:15][c:14]2[c:9]([c:10]([C:30]#[C:29][c:24]3[c:23]([F:22])[cH:28][cH:27][cH:26][cH:25]3)[cH:11][c:12]([Cl:16])[cH:13]2)[O:8][CH:7]1[C:18]([F:19])([F:20])[F:21]. Starting materials: BrCCC1CO1, O=C([O-])[O-], CC(C)=O, Clc1ccc(OC2CCNCC2)cc1Cl, [K+], [K+]. Yields the product Clc1ccc(OC2CCN(CCC3CO3)CC2)cc1Cl. RXN SMILES: [Br:16][CH2:17][CH2:18][CH:19]1[O:20][CH2:21]1.[C:22](=[O:23])([O-:24])[O-:25].[CH3:28][C:29](=[O:30])[CH3:31].[Cl:1][c:2]1[cH:3][c:4]([O:5][CH:6]2[CH2:7][CH2:8][NH:9][CH2:10][CH2:11]2)[cH:12][cH:13][c:14]1[Cl:15].[K+:26].[K+:27]>>[Cl:1][c:2]1[cH:3][c:4]([O:5][CH:6]2[CH2:7][CH2:8][N:9]([CH2:17][CH2:18][CH:19]3[O:20][CH2:21]3)[CH2:10][CH2:11]2)[cH:12][cH:13][c:14]1[Cl:15]. The reactants are Cn1cc(Br)c(C#N)n1, CC(C)S(=O)(=O)Nc1ccccc1-c1ccc(B2OC(C)(C)C(C)(C)O2)cc1. Product: CC(C)S(=O)(=O)Nc1ccccc1-c1ccc(-c2cn(C)nc2C#N)cc1. RXN SMILES: [Br:1][c:2]1[c:3]([C:8]#[N:9])[n:4][n:5]([CH3:7])[cH:6]1.[CH3:10][C:11]1([CH3:12])[C:13]([CH3:14])([CH3:15])[O:16][B:17]([c:18]2[cH:19][cH:20][c:21](-[c:24]3[c:25]([NH:30][S:31](=[O:32])(=[O:33])[CH:34]([CH3:35])[CH3:36])[cH:26][cH:27][cH:28][cH:29]3)[cH:22][cH:23]2)[O:37]1>>[c:2]1(-[c:18]2[cH:19][cH:20][c:21](-[c:24]3[c:25]([NH:30][S:31](=[O:32])(=[O:33])[CH:34]([CH3:35])[CH3:36])[cH:26][cH:27][cH:28][cH:29]3)[cH:22][cH:23]2)[c:3]([C:8]#[N:9])[n:4][n:5]([CH3:7])[cH:6]1. Starting materials: [H-].[Na+] (sodium hydride), O[C@@H]1C[C@@H](N(C1)C(=O)OC(C)(C)C)C(=O)OC (1-tert-butyl 2-methyl (2R,4R)-4-hydroxypyrrolidine-1,2-dicarboxylate), BrCC=C (3-bromo-1-propene). Reagents/catalysts: [Ag]=O (silver oxide). Run in CN(C=O)C (dimethylformamide). Conditions: time 15 minute. The product is C(C=C)O[C@@H]1C[C@@H](N(C1)C(=O)OC(C)(C)C)C(=O)OC (1-tert-butyl 2-methyl (2R,4R)-4-allyloxypyrrolidine-1,2-dicarboxylate). The yield is 96.8%. RXN SMILES: [H-].[Na+].[OH:3][C@H:4]1[CH2:8][N:7]([C:9]([O:11][C:12]([CH3:15])([CH3:14])[CH3:13])=[O:10])[C@@H:6]([C:16]([O:18][CH3:19])=[O:17])[CH2:5]1.Br[CH2:21][CH:22]=[CH2:23]>CN(C)C=O.[Ag]=O>[CH2:23]([O:3][C@H:4]1[CH2:8][N:7]([C:9]([O:11][C:12]([CH3:13])([CH3:14])[CH3:15])=[O:10])[C@@H:6]([C:16]([O:18][CH3:19])=[O:17])[CH2:5]1)[CH:22]=[CH2:21] |f:0.1|. Procedure: 1.55 g (38.6 mmol) of sodium hydride are added in portions under nitrogen to the solution of 10.3 g (42 mmol) of 1-tert-butyl 2-methyl (2R,4R)-4-hydroxypyrrolidine-1,2-dicarboxylate and 36.34 ml (420 mmol) of 3-bromo-1-propene in 100 ml of dimethylformamide (DMF), and the mixture is subsequently stirred at room temperature for 15 minutes. 9.73 g (42 mmol) of silver oxide are then added in portions to the reaction mixture, and the reaction mixture is left to stir at room temperature for a further...